From a dataset of the Open Reaction Database (ORD), a public repository of structured organic reaction records. describe an organic reaction: reactants, conditions, products, and yield Starting materials: Cl.ClCC1=NC2=CC=CC=C2C=C1 (2-Chloromethylquinoline hydrochloride), CN (methylamine). The solvent is O (water). Conditions: time 20 minute. The product is CNCC1=NC2=CC=CC=C2C=C1 (2-(Methylaminomethyl)quinoline). Yield: 92.0%. As a reaction SMILES: Cl.Cl[CH2:3][C:4]1[CH:13]=[CH:12][C:11]2[C:6](=[CH:7][CH:8]=[CH:9][CH:10]=2)[N:5]=1.[CH3:14][NH2:15]>O>[CH3:14][NH:15][CH2:3][C:4]1[CH:13]=[CH:12][C:11]2[C:6](=[CH:7][CH:8]=[CH:9][CH:10]=2)[N:5]=1 |f:0.1|. Reported procedure: 2-Chloromethylquinoline hydrochloride (3.00 g, 14.01 mmol) was suspended in aqueous methylamine (40 mL, 40 wt % in H2O) at 10° C. under a N2 atmosphere. After 20 minutes, the reaction mixture was warmed to room temperature and stirred for 3 hours. The mixture was diluted with water and extracted with methylene chloride. The organic extracts were dried (MgSO4) and concentrated to afford 2.22 g (92%) of pure product as a brown oil. Starting materials: C1(=CC=CC=C1)OC1=CC=CC=C1 (Diphenyl oxide), [Cl-].[Cl-].[Cl-].[Al+3] (aluminum trichloride), Cl (HCl), COC1=CC=C(C(=O)Cl)C=C1 (4-Methoxybenzoyl chloride). Solvent: ClCCl (dichloromethane). Conditions: time 2 day. The product is COC1=CC=C(C(=O)C2=CC=C(C=C2)OC2=CC=CC=C2)C=C1 (4-Methoxy-4'-phenoxybenzophenone). The yield is 77.5%. As a reaction SMILES: [C:1]1([O:7][C:8]2[CH:13]=[CH:12][CH:11]=[CH:10][CH:9]=2)[CH:6]=[CH:5][CH:4]=[CH:3][CH:2]=1.[Cl-].[Cl-].[Cl-].[Al+3].[CH3:18][O:19][C:20]1[CH:28]=[CH:27][C:23]([C:24](Cl)=[O:25])=[CH:22][CH:21]=1.Cl>ClCCl>[CH3:18][O:19][C:20]1[CH:28]=[CH:27][C:23]([C:24]([C:11]2[CH:10]=[CH:9][C:8]([O:7][C:1]3[CH:2]=[CH:3][CH:4]=[CH:5][CH:6]=3)=[CH:13][CH:12]=2)=[O:25])=[CH:22][CH:21]=1 |f:1.2.3.4|. Procedure: Diphenyl oxide (52.2 g), 100 ml of dichloromethane, and 42.8 g of aluminum trichloride are added to a flask equipped with a mechanical stirrer, an addition funnel and a reflux condenser with a drying tube. 4-Methoxybenzoyl chloride (anisoyl chloride, 50 g) is added over 30 minutes. The mixture is stirred at ambient temperature for 2 days and then poured into 200 ml of 4M HCl. The organic layer is washed with 1M NaCl, dried with MgSO4, and evaporated. After bulb-to-bulb distillation at 215° C. us... Starting materials: C(C)(=O)N1CC2=CC(=CC=C2CC1)S(=O)(=O)Cl (2-acetyl-7-chlorosulphonyl-1,2,3,4-tetrahydroisoquinoline), ClC1=CC=C(N)C=C1 (4-chloroaniline). Product: ClC1=CC=C(C=C1)NS(=O)(=O)C1=CC=C2CCNCC2=C1 (7-(4-chlorophenylsulphamoyl)-1,2,3,4-tetrahydroisoquinoline), hydrochloride salt. As a reaction SMILES: C([N:4]1[CH2:13][CH2:12][C:11]2[C:6](=[CH:7][C:8]([S:14](Cl)(=[O:16])=[O:15])=[CH:9][CH:10]=2)[CH2:5]1)(=O)C.[Cl:18][C:19]1[CH:25]=[CH:24][C:22]([NH2:23])=[CH:21][CH:20]=1>>[Cl:18][C:19]1[CH:25]=[CH:24][C:22]([NH:23][S:14]([C:8]2[CH:7]=[C:6]3[C:11]([CH2:12][CH2:13][NH:4][CH2:5]3)=[CH:10][CH:9]=2)(=[O:15])=[O:16])=[CH:21][CH:20]=1. Reported procedure: Using the method described in Example 7, 2-acetyl-7-chlorosulphonyl-1,2,3,4-tetrahydroisoquinoline was reacted with 4-chloroaniline and the product was deacetylated to give 7-(4-chlorophenylsulphamoyl)-1,2,3,4-tetrahydroisoquinoline as the hydrochloride salt. Reactants: C(C)(=O)O[C@H]1[C@H](OC2=C(C(=CC(=C2)Br)F)F)SC[C@H]([C@@H]1OC(C)=O)OC(C)=O (5-bromo-2,3-difluorophenyl 2,3,4-tri-O-acetyl-5-thio-β-D-xylopyranoside), VIII, ClC1=NC=CC=C1 (2-chloropyridine). The product is C(C)(=O)O[C@H]1[C@H](OC2=C(C(=CC(=C2)C2=NC=CC=C2)F)F)SC[C@H]([C@@H]1OC(C)=O)OC(C)=O (2,3-Difluoro-5-(2-pyridinyl)phenyl 2,3,4-tri-O-acetyl-5-thio-β-D-xylopyranoside), crude product. RXN SMILES: [C:1]([O:4][C@@H:5]1[C@@H:20]([O:21][C:22](=[O:24])[CH3:23])[C@H:19]([O:25][C:26](=[O:28])[CH3:27])[CH2:18][S:17][C@H:6]1[O:7][C:8]1[CH:13]=[C:12](Br)[CH:11]=[C:10]([F:15])[C:9]=1[F:16])(=[O:3])[CH3:2].Cl[C:30]1[CH:35]=[CH:34][CH:33]=[CH:32][N:31]=1>>[C:1]([O:4][C@@H:5]1[C@@H:20]([O:21][C:22](=[O:24])[CH3:23])[C@H:19]([O:25][C:26](=[O:28])[CH3:27])[CH2:18][S:17][C@H:6]1[O:7][C:8]1[CH:13]=[C:12]([C:30]2[CH:35]=[CH:34][CH:33]=[CH:32][N:31]=2)[CH:11]=[C:10]([F:15])[C:9]=1[F:16])(=[O:3])[CH3:2]. Procedure: By carrying out the operation analogously to example 58, starting from 5-bromo-2,3-difluorophenyl 2,3,4-tri-O-acetyl-5-thio-β-D-xylopyranoside, obtained according to preparation VIII, and 2-chloropyridine, the expected compound is obtained in the form of a crude product used without further purification in the deacetylation stage. Starting materials: COC(CC1=CC=C(C=C1)S(=O)(=O)Cl)=O ((4-Chlorosulfonyl-phenyl)-acetic acid methyl ester), BrN1C(CCC1=O)=O (N-Bromosuccinimide), C(C1=CC=CC=C1)(=O)OOC(C1=CC=CC=C1)=O (benzoyl peroxide). The solvent is C(Cl)(Cl)(Cl)Cl (carbon tetrachloride). Yields the product COC(C(C1=CC=C(C=C1)S(=O)(=O)Cl)Br)=O (bromo-(4-chlorosulfonyl-phenyl)-acetic acid methyl ester). The yield is 16.3%. As a reaction SMILES: [CH3:1][O:2][C:3](=[O:15])[CH2:4][C:5]1[CH:10]=[CH:9][C:8]([S:11]([Cl:14])(=[O:13])=[O:12])=[CH:7][CH:6]=1.[Br:16]N1C(=O)CCC1=O.C(OOC(=O)C1C=CC=CC=1)(=O)C1C=CC=CC=1>C(Cl)(Cl)(Cl)Cl>[CH3:1][O:2][C:3](=[O:15])[CH:4]([Br:16])[C:5]1[CH:6]=[CH:7][C:8]([S:11]([Cl:14])(=[O:13])=[O:12])=[CH:9][CH:10]=1. Procedure details: (4-Chlorosulfonyl-phenyl)-acetic acid methyl ester (13 g, 52.41 mmol) was taken in carbon tetrachloride (262 mL). N-Bromosuccinimide (10.26 g, 57.66 mmol) was added in one lot followed by benzoyl peroxide (1.39 g, 5.766 mmol). The reaction mixture was refluxed for 2 days. The reaction mixture was cooled to room temperature and filtered; filtrate was washed with water followed by brine solution, dried over anhydrous sodium sulfate and concentrated. Product was purified using column chromatography... Reactants: BrC1=C(C2=C(N=C(N=C2)NC2=NC=C(C=C2)N2CC(OC(C2)C)C)N(C1=O)C1CCCC1)C (6-Bromo-8-cyclopentyl-2-[5-(2,6-dimethyl-morpholin-4-yl)-pyridin-2-ylamino]-5-methyl-8H-pyrido[2,3-d]pyrimidin-7-one), C(CCC)[Sn](C(=C)OCC)(CCCC)CCCC (tributyl-(1-ethoxy-vinyl)-stannane). Reagents/catalysts: C=1C=CC(=CC1)[P](C=2C=CC=CC2)(C=3C=CC=CC3)[Pd]([P](C=4C=CC=CC4)(C=5C=CC=CC5)C=6C=CC=CC6)([P](C=7C=CC=CC7)(C=8C=CC=CC8)C=9C=CC=CC9)[P](C=1C=CC=CC1)(C=1C=CC=CC1)C=1C=CC=CC1 (tetrakis(triphenylphosphine)palladium), C=1C=CC(=CC1)[P](C=2C=CC=CC2)(C=3C=CC=CC3)[Pd]([P](C=4C=CC=CC4)(C=5C=CC=CC5)C=6C=CC=CC6)([P](C=7C=CC=CC7)(C=8C=CC=CC8)C=9C=CC=CC9)[P](C=1C=CC=CC1)(C=1C=CC=CC1)C=1C=CC=CC1 (tetrakis(triphenylphosphine)palladium). The solvent is C1(=CC=CC=C1)C (toluene). Product: C1(CCCC1)N1C(C(=C(C2=C1N=C(N=C2)NC2=NC=C(C=C2)N2CC(OC(C2)C)C)C)C(=C)OCC)=O (8-Cyclopentyl-2-[5-(2,6-dimethyl-morpholin-4-yl)-pyridin-2-ylamino]-6-(1-ethoxy-vinyl)-5-methyl-8H-pyrido[2,3-d]pyrimidin-7-one). RXN SMILES: Br[C:2]1[C:26](=[O:27])[N:25]([CH:28]2[CH2:32][CH2:31][CH2:30][CH2:29]2)[C:5]2[N:6]=[C:7]([NH:10][C:11]3[CH:16]=[CH:15][C:14]([N:17]4[CH2:22][CH:21]([CH3:23])[O:20][CH:19]([CH3:24])[CH2:18]4)=[CH:13][N:12]=3)[N:8]=[CH:9][C:4]=2[C:3]=1[CH3:33].C([Sn](CCCC)(CCCC)[C:39]([O:41][CH2:42][CH3:43])=[CH2:40])CCC>C1(C)C=CC=CC=1.C1C=CC([P]([Pd]([P](C2C=CC=CC=2)(C2C=CC=CC=2)C2C=CC=CC=2)([P](C2C=CC=CC=2)(C2C=CC=CC=2)C2C=CC=CC=2)[P](C2C=CC=CC=2)(C2C=CC=CC=2)C2C=CC=CC=2)(C2C=CC=CC=2)C2C=CC=CC=2)=CC=1>[CH:28]1([N:25]2[C:5]3[N:6]=[C:7]([NH:10][C:11]4[CH:16]=[CH:15][C:14]([N:17]5[CH2:18][CH:19]([CH3:24])[O:20][CH:21]([CH3:23])[CH2:22]5)=[CH:13][N:12]=4)[N:8]=[CH:9][C:4]=3[C:3]([CH3:33])=[C:2]([C:39]([O:41][CH2:42][CH3:43])=[CH2:40])[C:26]2=[O:27])[CH2:29][CH2:30][CH2:31][CH2:32]1 |^1:62,64,83,102|. Procedure: 6-Bromo-8-cyclopentyl-2-[5-(2,6-dimethyl-morpholin-4-yl)-pyridin-2-ylamino]-5-methyl-8H-pyrido[2,3-d]pyrimidin-7-one (0.062 g, 0.121 mmol), tetrakis(triphenylphosphine)palladium (0.017 g, 0.015 mmol) and tributyl-(1-ethoxy-vinyl)-stannane (0.068 mg, 0.188 mmol) were dissolved in toluene (2 mL) and slowly brought to reflux for 12 hours. Additional tetrakis(triphenylphosphine)palladium (0.010 g) was added and the reaction brought to reflux for 16 hours. The reaction mixture was cooled and purified... Reactants: C(C=CCCCCCCCCCCCCC)=O (hexadecenal), C(=O)C=P(C1=CC=CC=C1)(C1=CC=CC=C1)C1=CC=CC=C1 (formylmethylenetriphenylphosphorane). The solvent is C1(=CC=CC=C1)C (toluene). Yields the product C(\C=C\CCCCCCCCCCCCCCC)=O (2-Trans-octadecenal). RXN SMILES: [CH:1](=[O:17])[CH:2]=[CH:3][CH2:4][CH2:5][CH2:6][CH2:7][CH2:8][CH2:9][CH2:10][CH2:11][CH2:12][CH2:13][CH2:14][CH2:15][CH3:16].[CH:18]([CH:20]=P(C1C=CC=CC=1)(C1C=CC=CC=1)C1C=CC=CC=1)=O>C1(C)C=CC=CC=1>[CH:1](=[O:17])/[CH:2]=[CH:3]/[CH2:4][CH2:5][CH2:6][CH2:7][CH2:8][CH2:9][CH2:10][CH2:11][CH2:12][CH2:13][CH2:14][CH2:15][CH2:16][CH2:18][CH3:20]. Procedure details: 12 g (50 mmol) of hexadecenal and 15.2 g (50 mmol) of formylmethylenetriphenylphosphorane in 250 ml of anhydrous toluene are boiled under reflux for 8 hours. The mixture is evaporated to dryness. The residue is extracted five times with 100 ml of ether. The extract is evaporated to dryness and chromatographed on silica gel using toluene. Yield: 8.2 g (62%). Melting point: 35° C.; RF =0.8, toluene/ethyl acetate 8:2. The product is CN[C@@H](C(C)C)C(=O)N[C@H]1CC[C@@H]2CN(C[C@@H]21)C2=NC(=CC=C2)C(F)(F)F (N2-methyl-N-{(3aR,4S,6aS)-2-[6-(trifluoromethyl)pyridin-2-yl]octahydrocyclopenta[c]pyrrol-4-yl}-L-valinamide). Procedure: The title compound was prepared by substituting tert-butyl methyl{(2S)-3-methyl-1-[(3aR,4S,6aS)-octahydrocyclopenta[c]pyrrol-4-ylamino]-1-oxobutan-2-yl}carbamate from Example 733 for (2S,4S)-tert-butyl 4-fluoro-2-((3aR,4S,6aS)-octahydrocyclopenta[c]pyrrol-4-ylcarbamoyl)pyrrolidine-1-carboxylate and 2-bromo-6-(trifluoromethyl)pyridine for 2-bromo-4-(trifluoromethyl)pyridine in the procedure described in Example 637: 1H NMR (500 MHz, pyridine-d5) δ ppm 8.28 (d, J=7.4, 1H), 7.53-7.46 (m, 1H), 6.98 ... As a reaction SMILES: F[C@@H:2]1C[N:5]([C:7](OC(C)(C)C)=O)[C@H:4]([C:14](=[O:24])[NH:15][C@@H:16]2[C@@H:23]3[C@@H:19]([CH2:20][NH:21][CH2:22]3)[CH2:18][CH2:17]2)[CH2:3]1.Br[C:26]1[CH:31]=[CH:30][CH:29]=[C:28]([C:32]([F:35])([F:34])[F:33])[N:27]=1.Br[C:37]1C=C(C(F)(F)F)C=CN=1>>[CH3:7][NH:5][C@H:4]([C:14]([NH:15][C@@H:16]1[C@@H:23]2[C@@H:19]([CH2:20][N:21]([C:26]3[CH:31]=[CH:30][CH:29]=[C:28]([C:32]([F:35])([F:34])[F:33])[N:27]=3)[CH2:22]2)[CH2:18][CH2:17]1)=[O:24])[CH:3]([CH3:2])[CH3:37]. Reactants: F[C@H]1C[C@H](N(C1)C(=O)OC(C)(C)C)C(N[C@H]1CC[C@@H]2CNC[C@@H]21)=O ((2S,4S)-tert-butyl 4-fluoro-2-((3aR,4S,6aS)-octahydrocyclopenta[c]pyrrol-4-ylcarbamoyl)pyrrolidine-1-carboxylate), BrC1=NC(=CC=C1)C(F)(F)F (2-bromo-6-(trifluoromethyl)pyridine), BrC1=NC=CC(=C1)C(F)(F)F (2-bromo-4-(trifluoromethyl)pyridine). The product is COc1ccc2c(c1)N(c1ccc(F)cc1)C(=O)C2(N)CCC#N. Reaction SMILES: [C:5](=[O:6])([O-:7])[O-:8].[CH2:1]=[CH:2][C:3]#[N:4].[CH3:33][S:34](=[O:35])[CH3:36].[ClH:11].[K+:10].[K+:9].[NH2:12][CH:13]1[C:14](=[O:31])[N:15]([c:24]2[cH:25][cH:26][c:27]([F:30])[cH:28][cH:29]2)[c:16]2[cH:17][c:18]([O:22][CH3:23])[cH:19][cH:20][c:21]21.[OH2:32]>>[CH2:1]([CH2:2][C:3]#[N:4])[C:13]1([NH2:12])[C:14](=[O:31])[N:15]([c:24]2[cH:25][cH:26][c:27]([F:30])[cH:28][cH:29]2)[c:16]2[cH:17][c:18]([O:22][CH3:23])[cH:19][cH:20][c:21]21. Starting materials: O=C([O-])[O-], C=CC#N, CS(C)=O, Cl, [K+], [K+], COc1ccc2c(c1)N(c1ccc(F)cc1)C(=O)C2N, O.